Dataset: the Open Reaction Database (ORD), a public repository of structured organic reaction records. Task: describe an organic reaction: reactants, conditions, products, and yield The reactants are C(C)(=O)C1=NC(=CC=C1)C(C)=O (2,6-diacetylpyridine), C(C)C1=C(N)C(=CC=C1)CC (2,6-diethylaniline), C(=O)O (formic acid). Run in CCCCCCC (heptane). The product is C(C)C1=C(C(=CC=C1)CC)N=C(C)C1=CC=CC(=N1)C(C)=O (1-{6-[1-(2,6-diethylphenylimino)-ethyl]pyridin-2-yl}ethanone). Yield: 41.6%. As a reaction SMILES: [C:1]([C:4]1[CH:9]=[CH:8][CH:7]=[C:6]([C:10](=O)[CH3:11])[N:5]=1)(=[O:3])[CH3:2].[CH2:13]([C:15]1[CH:21]=[CH:20][CH:19]=[C:18]([CH2:22][CH3:23])[C:16]=1[NH2:17])[CH3:14].C(O)=O>CCCCCCC>[CH2:13]([C:15]1[CH:21]=[CH:20][CH:19]=[C:18]([CH2:22][CH3:23])[C:16]=1[N:17]=[C:10]([C:6]1[N:5]=[C:4]([C:1](=[O:3])[CH3:2])[CH:9]=[CH:8][CH:7]=1)[CH3:11])[CH3:14]. Procedure: 10.35 g of 2,6-diacetylpyridine (0.0634 mol), 7.10 g of 2,6-diethylaniline (0.0476 mol) and 2 ml of formic acid were stirred in 300 ml of heptane at room temperature for 71 h. The insoluble solid was filtered off (11.10 g) and dissolved in 150 ml of toluene and the solution was extracted with 10 ml of a saturated Na2CO3 solution. The toluene phase was dried over Na2SO4 and filtered and the solvent was distilled off in vacuo. 5.58 g (0.0198 mol) of the product were obtained in a purity of 99% (GC...